This data is from the Open Reaction Database (ORD), a public repository of structured organic reaction records. The task is: describe an organic reaction: reactants, conditions, products, and yield The reactants are IC=1C=CC(=NC1)NCC(C)N1CCCC1 ((5-iodo-pyridin-2-yl)-(2-pyrrolidin-1-yl-propyl)-amine), ClC1=CC=C(C=C1)C=1C=CC(=NC1)C#C (5-(4-chloro-phenyl)-2-ethynyl-pyridine). Yields the product ClC1=CC=C(C=C1)C=1C=CC(=NC1)C#CC=1C=CC(=NC1)NCC(C)N1CCCC1 ({5-[5-(4-chloro-phenyl)-pyridin-2-ylethynyl]-pyridin-2-yl}-(2-pyrrolidin-1-yl-propyl)-amine). Reaction SMILES: I[C:2]1[CH:3]=[CH:4][C:5]([NH:8][CH2:9][CH:10]([N:12]2[CH2:16][CH2:15][CH2:14][CH2:13]2)[CH3:11])=[N:6][CH:7]=1.[Cl:17][C:18]1[CH:23]=[CH:22][C:21]([C:24]2[CH:25]=[CH:26][C:27]([C:30]#[CH:31])=[N:28][CH:29]=2)=[CH:20][CH:19]=1>>[Cl:17][C:18]1[CH:19]=[CH:20][C:21]([C:24]2[CH:25]=[CH:26][C:27]([C:30]#[C:31][C:2]3[CH:3]=[CH:4][C:5]([NH:8][CH2:9][CH:10]([N:12]4[CH2:16][CH2:15][CH2:14][CH2:13]4)[CH3:11])=[N:6][CH:7]=3)=[N:28][CH:29]=2)=[CH:22][CH:23]=1. Reported procedure: Prepared according to general working method I from (5-iodo-pyridin-2-yl)-(2-pyrrolidin-1-yl-propyl)-amine (250 mg, 0.76 mmol) and 5-(4-chloro-phenyl)-2-ethynyl-pyridine (165 mg, 0.77 mmol). The reactants are C(=O)(N1C=NC=C1)N1C=NC=C1 (carbonyldiimidazole), FC=1C=C2C=CNC2=CC1 (5-fluoroindole). Reagents/catalysts: CN(C1=CC=NC=C1)C (4-dimethylaminopyridine). Solvent: C(C)#N (acetonitrile). Product: FC=1C=C2C=CN(C2=CC1)C(=O)N1C=CC2=CC(=CC=C12)F (Bis(5-fluoroindol-1-yl)methanone). Reaction SMILES: [C:1]([N:8]1[CH:12]=[CH:11]N=[CH:9]1)([N:3]1[CH:7]=[CH:6]N=[CH:4]1)=[O:2].[F:13][C:14]1[CH:15]=[C:16]2C(=[CH:21][CH:22]=1)NC=C2>CN(C)C1C=CN=CC=1.C(#N)C>[F:13][C:14]1[CH:22]=[C:21]2[C:9](=[CH:16][CH:15]=1)[N:8]([C:1]([N:3]1[C:4]3[C:16](=[CH:15][C:14]([F:13])=[CH:22][CH:21]=3)[CH:6]=[CH:7]1)=[O:2])[CH:12]=[CH:11]2. Procedure details: 78.4 mmol of carbonyldiimidazole and 0.2 g of 4-dimethylaminopyridine are added to a solution of 74 mmol of 5-fluoroindole in 300 ml of acetonitrile. After refluxing for 8 hours, and then concentrating, the residue is taken up in a minimum of ether. The solidified product, which corresponds to the expected product, is filtered off. Reactants: Cl (HCl), FC(C1=NC2=C(N1C1=NC(=NC(=N1)N1CCOCC1)N1CCNCC1)C=CC=C2OCCCN(C)C)F (N-[3-({2-(difluoromethyl)-1-[4-(4-morpholinyl)-6-(1-piperazinyl)-1,3,5-triazin-2-yl]-1H-benzimidazol-4-yl}oxy)propyl]-N,N-dimethylamine), CS(=O)(=O)Cl (methanesulphonyl chloride), C(=O)([O-])[O-].[K+].[K+] (K2CO3). The solvent is C(Cl)Cl (CH2Cl2), C(Cl)Cl.CCOC(=O)C (CH2Cl2 EtOAc), CO (MeOH). Product: Cl.FC(C1=NC2=C(N1C1=NC(=NC(=N1)OC1CCN(CC1)S(=O)(=O)C)N1CCOCC1)C=CC=C2OCCCN(C)C)F (N-[3-({2-(difluoromethyl)-1-[4-{[1-(methylsulfonyl)-4-piperidinyl]oxy}-6-(4-morpholinyl)-1,3,5-triazin-2-yl]-1H-benzimidazol-4-yl}oxy)propyl]-N,N-dimethylamine hydrochloride). The yield is 71.0%. Reaction SMILES: [F:1][CH:2]([F:37])[C:3]1[N:7]([C:8]2[N:13]=[C:12]([N:14]3[CH2:19][CH2:18][O:17][CH2:16][CH2:15]3)[N:11]=[C:10](N3CCNCC3)[N:9]=2)[C:6]2[CH:26]=[CH:27][CH:28]=[C:29]([O:30][CH2:31][CH2:32][CH2:33][N:34]([CH3:36])[CH3:35])[C:5]=2[N:4]=1.[CH3:38][S:39]([Cl:42])(=[O:41])=[O:40].[C:43]([O-:46])([O-])=O.[K+].[K+].Cl>C(Cl)Cl.CO.C(Cl)Cl.CCOC(C)=O>[ClH:42].[F:1][CH:2]([F:37])[C:3]1[N:7]([C:8]2[N:9]=[C:10]([O:46][CH:43]3[CH2:6][CH2:5][N:4]([S:39]([CH3:38])(=[O:41])=[O:40])[CH2:3][CH2:2]3)[N:11]=[C:12]([N:14]3[CH2:19][CH2:18][O:17][CH2:16][CH2:15]3)[N:13]=2)[C:6]2[CH:26]=[CH:27][CH:28]=[C:29]([O:30][CH2:31][CH2:32][CH2:33][N:34]([CH3:36])[CH3:35])[C:5]=2[N:4]=1 |f:2.3.4,8.9,10.11|. Procedure: Reaction of N-[3-({2-(difluoromethyl)-1-[4-(4-morpholinyl)-6-(1-piperazinyl)-1,3,5-triazin-2-yl]-1H-benzimidazol-4-yl}oxy)propyl]-N,N-dimethylamine from the previous step with methanesulphonyl chloride and powdered K2CO3 in CH2Cl2, followed by chromatography on alumina eluting with CH2Cl2/EtOAc (1:1) g, and acidification with HCl in MeOH gave N-[3-({2-(difluoromethyl)-1-[4-{[1-(methylsulfonyl)-4-piperidinyl]oxy}-6-(4-morpholinyl)-1,3,5-triazin-2-yl]-1H-benzimidazol-4-yl}oxy)propyl]-N,N-dimethyla... The product is ClC=1C=C(C=NC1)C1=NOC(=C1)C1=CC(=C(C(=C1)F)F)F (3-(5-Chloropyridin-3-yl)-5-(3,4,5-trifluorophenyl)isoxazole). The reactants are ClC=1C=NC=C(C(=NO)Cl)C1 (5-Chloro-N-hydroxynicotinimidoyl chloride), C(#C)C=1C=C(C(=C(C1)F)F)F (5-ethynyl-1,2,3-trifluorobenzene), N (NH3). As a reaction SMILES: [Cl:1][C:2]1[CH:3]=[N:4][CH:5]=[C:6]([CH:11]=1)[C:7](Cl)=[N:8][OH:9].[C:12]([C:14]1[CH:15]=[C:16]([F:22])[C:17]([F:21])=[C:18]([F:20])[CH:19]=1)#[CH:13].N>>[Cl:1][C:2]1[CH:11]=[C:6]([C:7]2[CH:13]=[C:12]([C:14]3[CH:15]=[C:16]([F:22])[C:17]([F:21])=[C:18]([F:20])[CH:19]=3)[O:9][N:8]=2)[CH:5]=[N:4][CH:3]=1. Procedure details: The titled compound was prepared according to Method CB using the product of Example 69B (57 mg, 0.3 mmol) and 5-ethynyl-1,2,3-trifluorobenzene (Apollo, 47 mg, 0.3 mmol). 1H NMR (300 MHz, DMSO-d6) δ 7.87 (s, 1H), 7.92 (dd, J=8.6, 6.6 Hz, 2H), 8.39 (t, J=2.0 Hz, 1H), 8.82 (d, J=2.4 Hz, 1H), 9.04 (d, J=1.7 Hz, 1H) ppm; MS (DCI/NH3) m/z 311 (M+H)+, 313 (M+H)+. Reactants: BrC=1C=CC(=C(C=O)C1)OCCC (5-bromo-2-propoxybenzaldehyde), Cl.NO (hydroxylamine hydrochloride). Solvent: C(=O)O (formic acid). The product is BrC=1C=CC(=C(C#N)C1)OCCC (5-bromo-2-propoxybenzonitrile). The yield is 73.4%. RXN SMILES: [Br:1][C:2]1[CH:3]=[CH:4][C:5]([O:10][CH2:11][CH2:12][CH3:13])=[C:6]([CH:9]=1)[CH:7]=O.Cl.[NH2:15]O>C(O)=O>[Br:1][C:2]1[CH:3]=[CH:4][C:5]([O:10][CH2:11][CH2:12][CH3:13])=[C:6]([CH:9]=1)[C:7]#[N:15] |f:1.2|. Reported procedure: In formic acid (110 ml) was dissolved 5-bromo-2-propoxybenzaldehyde (21.8 g). To the mixture was added hydroxylamine hydrochloride (9.4 g), and the mixture was refluxed for 7 hours and cooled to room temperature. Under reduced pressure, the solvent was evaporated, and the residue was added to 1N potassium hydroxide. The mixture was extracted with ethyl acetate, washed with saturated brine and dried with magnesium sulfate. Under reduced pressure, the solvent was evaporated, and the residue was pu...